Dataset: the Open Reaction Database (ORD), a public repository of structured organic reaction records. Task: describe an organic reaction: reactants, conditions, products, and yield As a reaction SMILES: [Br:1][C:2]1[CH:7]=[CH:6][CH:5]=[CH:4][C:3]=1[O:8][CH2:9][CH2:10]Cl.[CH3:12][NH:13][CH2:14][C:15]1[CH:20]=[CH:19][CH:18]=[CH:17][CH:16]=1>>[CH2:14]([N:13]([CH3:12])[CH2:10][CH2:9][O:8][C:3]1[CH:4]=[CH:5][CH:6]=[CH:7][C:2]=1[Br:1])[C:15]1[CH:20]=[CH:19][CH:18]=[CH:17][CH:16]=1. The reactants are BrC1=C(C=CC=C1)OCCCl (l-bromo-2-(2-chloroethoxy)benzene), CNCC1=CC=CC=C1 (N-methyl benzylamine). Procedure details: The title compound was prepared from N-benzyl-N-[2-(2-bromophenoxy)ethyl]methyl amine in a similar manner to Example 1 (a) except that after evaporation of the dimethoxyethane, the aqueous residue was extracted with DCM (100 ml). The latter was then extracted with 5% aqueous acetic acid, the acetic acid extracts adjusted to pH 8 with 10N potassium hydroxide solution and the resulting precipitate collected by filtration, washed with water and digested in methanol (5 ml), affording the title compo... The product is C(C1=CC=CC=C1)N(CCOC1=C(C=CC=C1)Br)C (N-Benzyl-N-[2-(2-bromophenoxy)ethyl]methylamine). Conditions: temperature 65 celsius, time 16 hour. The reactants are [BH3-]C#N, C1COCCN1, CO, CC(=O)O, O=Cc1cccc(S(=O)(=O)c2ccc(C=Cc3ccc(F)cc3F)nc2)c1, [Na+], [Na+], [OH-]. Yields the product O=S(=O)(c1ccc(C=Cc2ccc(F)cc2F)nc1)c1cccc(CN2CCOCC2)c1. As a reaction SMILES: [C:34]([BH3-:35])#[N:36].[CH2:28]1[CH2:29][O:30][CH2:31][CH2:32][NH:33]1.[CH3:40][OH:41].[CH3:42][C:43](=[O:44])[OH:45].[F:1][c:2]1[c:3]([CH:9]=[CH:10][c:11]2[cH:12][cH:13][c:14]([S:17](=[O:18])(=[O:19])[c:20]3[cH:21][c:22]([CH:23]=[O:24])[cH:25][cH:26][cH:27]3)[cH:15][n:16]2)[cH:4][cH:5][c:6]([F:8])[cH:7]1.[Na+:37].[Na+:39].[OH-:38]>>[F:1][c:2]1[c:3]([CH:9]=[CH:10][c:11]2[cH:12][cH:13][c:14]([S:17](=[O:18])(=[O:19])[c:20]3[cH:21][c:22]([CH2:23][N:33]4[CH2:28][CH2:29][O:30][CH2:31][CH2:32]4)[cH:25][cH:26][cH:27]3)[cH:15][n:16]2)[cH:4][cH:5][c:6]([F:8])[cH:7]1. Starting materials: NC=1C(=NC(=CC1C)C)NC1=CC=C(C=C1)CCNC(=O)NS(=O)(=O)C1=CC=C(C=C1)C (N-{[(2-{4-[(3-amino-4,6-dimethyl-2-pyridinyl)amino]phenyl}ethyl)amino]carbonyl}-4-methylbenzenesulfonamide), C(C1=CC=CC=C1)(=O)CCC(=O)O (3-benzoylpropionic acid). Product: CC1=CC(=C2C(=N1)N(C(=N2)CCC(C2=CC=CC=C2)=O)C2=CC=C(C=C2)CCNC(=O)NS(=O)(=O)C2=CC=C(C=C2)C)C (N-{[(2-{4-[5,7-DIMETHYL-2-(3-OXO-3-PHENYLPROPYL)-3H-IMIDAZO[4,5-B]PYRIDIN-3-YL]PHENYL}ETHYL)AMINO]CARBONYL}-4-METHYLBENZENESULFONAMIDE). As a reaction SMILES: [NH2:1][C:2]1[C:3]([NH:10][C:11]2[CH:16]=[CH:15][C:14]([CH2:17][CH2:18][NH:19][C:20]([NH:22][S:23]([C:26]3[CH:31]=[CH:30][C:29]([CH3:32])=[CH:28][CH:27]=3)(=[O:25])=[O:24])=[O:21])=[CH:13][CH:12]=2)=[N:4][C:5]([CH3:9])=[CH:6][C:7]=1[CH3:8].[C:33]([CH2:41][CH2:42][C:43](O)=O)(=[O:40])[C:34]1[CH:39]=[CH:38][CH:37]=[CH:36][CH:35]=1>>[CH3:9][C:5]1[N:4]=[C:3]2[N:10]([C:11]3[CH:16]=[CH:15][C:14]([CH2:17][CH2:18][NH:19][C:20]([NH:22][S:23]([C:26]4[CH:27]=[CH:28][C:29]([CH3:32])=[CH:30][CH:31]=4)(=[O:25])=[O:24])=[O:21])=[CH:13][CH:12]=3)[C:43]([CH2:42][CH2:41][C:33](=[O:40])[C:34]3[CH:39]=[CH:38][CH:37]=[CH:36][CH:35]=3)=[N:1][C:2]2=[C:7]([CH3:8])[CH:6]=1. Procedure: The title compound was prepared according to the procedure described in Example 241 from N-{[(2-{4-[(3-amino-4,6-dimethyl-2-pyridinyl)amino]phenyl}ethyl)amino]carbonyl}-4-methylbenzenesulfonamide (step 4 of Example 162) and 3-benzoylpropionic acid. Starting materials: C(C1=CC=CC=C1)=NC=1N=CNC1C(=O)N (4-benzylideneamino-5-imidazole carboxamide), C(C1=CC=CC=C1)Cl (benzyl chloride), C([O-])([O-])=O.[K+].[K+] (potassium carbonate), CN(C=O)C (dimethylformamide). Run in O (water). Conditions: time 1 hour. Yields the product C(C1=CC=CC=C1)=NC=1N=CN(C1C(=O)N)CC1=CC=CC=C1 (4-benzylideneamino-1-benzyl-5-imidazole carboxamide). Isolated yield 79.0%. As a reaction SMILES: [CH:1](=[N:8][C:9]1[N:10]=[CH:11][NH:12][C:13]=1[C:14]([NH2:16])=[O:15])[C:2]1[CH:7]=[CH:6][CH:5]=[CH:4][CH:3]=1.CN(C)C=O.C(=O)([O-])[O-].[K+].[K+].[CH2:28](Cl)[C:29]1[CH:34]=[CH:33][CH:32]=[CH:31][CH:30]=1>O>[CH:1](=[N:8][C:9]1[N:10]=[CH:11][N:12]([CH2:28][C:29]2[CH:34]=[CH:33][CH:32]=[CH:31][CH:30]=2)[C:13]=1[C:14]([NH2:16])=[O:15])[C:2]1[CH:7]=[CH:6][CH:5]=[CH:4][CH:3]=1 |f:2.3.4|. Reported procedure: 12.8 g (60 mmol) of 4-benzylideneamino-5-imidazole carboxamide which is an intermediate material obtained in the Reference Example 1 was suspended in a mixed solvent of 240 ml dimethylformamide and 30 ml distilled water, and 16.6 g (120 mmol) of potassium carbonate was added to the suspension. 13.8 ml of benzyl chloride was added dropwise to the solution over 45 minutes at 80° C. After the addition, the mixture was stirred for one hour. The solvent was evaporated under vacuum, the residue was di... Reactants: [BH-](OC(=O)C)(OC(=O)C)OC(=O)C.[Na+] (NaBH(OAc)3), O=C1CCC(CC1)N1C(C=CC=C1)=O (1-(4-oxo-cyclohexyl)-1H-pyridin-2-one), Cl.N1CC(C1)NC(=O)CNC(C1=CC(=CC=C1)C(F)(F)F)=O (N-(azetidin-3-ylcarbamoylmethyl)-3-trifluoromethyl-benzamide HCl salt), TEA. The solvent is C(Cl)Cl (DCM). Product: O=C1N(C=CC=C1)C1CCC(CC1)N1CC(C1)NC(=O)CNC(C1=CC(=CC=C1)C(F)(F)F)=O (N-({1-[4-(2-Oxo-2H-pyridin-1-yl)-cyclohexyl]-azetidin-3-ylcarbamoyl}-methyl)-3-trifluoromethyl-benzamide). RXN SMILES: O=[C:2]1[CH2:7][CH2:6][CH:5]([N:8]2[CH:13]=[CH:12][CH:11]=[CH:10][C:9]2=[O:14])[CH2:4][CH2:3]1.Cl.[NH:16]1[CH2:19][CH:18]([NH:20][C:21]([CH2:23][NH:24][C:25](=[O:36])[C:26]2[CH:31]=[CH:30][CH:29]=[C:28]([C:32]([F:35])([F:34])[F:33])[CH:27]=2)=[O:22])[CH2:17]1.[BH-](OC(C)=O)(OC(C)=O)OC(C)=O.[Na+]>C(Cl)Cl>[O:14]=[C:9]1[CH:10]=[CH:11][CH:12]=[CH:13][N:8]1[CH:5]1[CH2:6][CH2:7][CH:2]([N:16]2[CH2:19][CH:18]([NH:20][C:21]([CH2:23][NH:24][C:25](=[O:36])[C:26]3[CH:31]=[CH:30][CH:29]=[C:28]([C:32]([F:35])([F:33])[F:34])[CH:27]=3)=[O:22])[CH2:17]2)[CH2:3][CH2:4]1 |f:1.2,3.4|. Procedure: A solution of 1-(4-oxo-cyclohexyl)-1H-pyridin-2-one (as prepared in the previous step, 150 mg, 0.79 mmol) and N-(azetidin-3-ylcarbamoylmethyl)-3-trifluoromethyl-benzamide HCl salt (as prepared in Example 2 Step C, 400 mg, 1.18 mmol) in DCM (10 mL) was treated with TEA (340 μL, 2.40 mmol) for 10 min followed by NaBH(OAc)3 (Aldrich, 510 mg, 2.40 mmol) for another 4 hours at room temperature. The reaction was quenched with saturated sodium bicarbonate. The organic layer was separated and the aqueou... Starting materials: FC(C1=CC=C(C=C1)C1=CN=CC=2C(CCC12)NS(=O)(=O)C1CC1)(F)F ((rac)-Cyclopropanesulfonic acid [4-(4-trifluoromethyl-phenyl)-6,7-dihydro-5H-[2]pyrindin-7-yl]-amide), C(CC)S(=O)(=O)Cl (propane-1-sulfonyl chloride). Product: FC(C1=CC=C(C=C1)C1=CN=CC=2C(CCC12)NS(=O)(=O)CCC)(F)F ((rac)-Propane-1-sulfonic acid [4-(4-trifluoromethyl-phenyl)-6,7-dihydro-5H-[2]pyrindin-7-yl]-amide). The yield is 5.0%. Reaction SMILES: [F:1][C:2]([F:26])([F:25])[C:3]1[CH:8]=[CH:7][C:6]([C:9]2[C:17]3[CH2:16][CH2:15][CH:14]([NH:18][S:19]([CH:22]4[CH2:24][CH2:23]4)(=[O:21])=[O:20])[C:13]=3[CH:12]=[N:11][CH:10]=2)=[CH:5][CH:4]=1.C(S(Cl)(=O)=O)CC>>[F:26][C:2]([F:1])([F:25])[C:3]1[CH:8]=[CH:7][C:6]([C:9]2[C:17]3[CH2:16][CH2:15][CH:14]([NH:18][S:19]([CH2:22][CH2:23][CH3:24])(=[O:21])=[O:20])[C:13]=3[CH:12]=[N:11][CH:10]=2)=[CH:5][CH:4]=1. Procedure details: In analogy to the procedure described for the preparation of (rac)-cyclopropanesulfonic acid [4-(4-trifluoromethyl-phenyl)-6,7-dihydro-5H-[2]pyrindin-7-yl]-amide (example 94), replacing cyclopropanesulfonyl chloride with propane-1-sulfonyl chloride. The title compound was obtained as a light brown oil in 5% yield. MS: 385.5 (M+H)+. The reactants are CCCS(=O)(=O)Cl, CC(C)CCn1c(=O)c(C2=NS(=O)(=O)c3cc(N)ccc3N2)c(O)c2cccnc21, c1ccncc1. The product is CCCS(=O)(=O)Nc1ccc2c(c1)S(=O)(=O)N=C(c1c(O)c3cccnc3n(CCC(C)C)c1=O)N2. Reaction SMILES: [CH2:31]([CH2:32][CH3:33])[S:34](=[O:35])(=[O:36])[Cl:37].[NH2:1][c:2]1[cH:3][c:4]2[c:5]([cH:29][cH:30]1)[NH:6][C:7]([c:12]1[c:13](=[O:28])[n:14]([CH2:23][CH2:24][CH:25]([CH3:26])[CH3:27])[c:15]3[n:16][cH:17][cH:18][cH:19][c:20]3[c:21]1[OH:22])=[N:8][S:9]2(=[O:10])=[O:11].[cH:38]1[cH:39][cH:40][n:41][cH:42][cH:43]1>>[NH:1]([c:2]1[cH:3][c:4]2[c:5]([cH:29][cH:30]1)[NH:6][C:7]([c:12]1[c:13](=[O:28])[n:14]([CH2:23][CH2:24][CH:25]([CH3:26])[CH3:27])[c:15]3[n:16][cH:17][cH:18][cH:19][c:20]3[c:21]1[OH:22])=[N:8][S:9]2(=[O:10])=[O:11])[S:34]([CH2:31][CH2:32][CH3:33])(=[O:35])=[O:36]. The reactants are CCOC(=O)C1CC(O)CN1C(=O)OC(C)(C)C, Cc1ccc(S(=O)(=O)Cl)cc1, c1ccncc1. The product is CCOC(=O)C1CC(OS(=O)(=O)c2ccc(C)cc2)CN1C(=O)OC(C)(C)C. Reaction SMILES: [C:1]([CH3:2])([CH3:3])([CH3:4])[O:5][C:6](=[O:7])[N:8]1[CH:9]([C:14](=[O:15])[O:16][CH2:17][CH3:18])[CH2:10][CH:11]([OH:13])[CH2:12]1.[c:19]1([CH3:29])[cH:20][cH:21][c:22]([S:25](=[O:26])(=[O:27])[Cl:28])[cH:23][cH:24]1.[cH:30]1[cH:31][cH:32][n:33][cH:34][cH:35]1>>[C:1]([CH3:2])([CH3:3])([CH3:4])[O:5][C:6](=[O:7])[N:8]1[CH:9]([C:14](=[O:15])[O:16][CH2:17][CH3:18])[CH2:10][CH:11]([O:13][S:25]([c:22]2[cH:21][cH:20][c:19]([CH3:29])[cH:24][cH:23]2)(=[O:26])=[O:27])[CH2:12]1.